From a dataset of the Open Reaction Database (ORD), a public repository of structured organic reaction records. describe an organic reaction: reactants, conditions, products, and yield Starting materials: CCc1[nH]c(=O)oc1C#N, Cc1noc(C)c1S(=O)(=O)Cl, [H-], [Na+], C1CCOC1, O. Reaction SMILES: [C:1](#[N:2])[c:3]1[c:4]([CH2:9][CH3:10])[nH:5][c:6](=[O:8])[o:7]1.[CH3:13][c:14]1[n:15][o:16][c:17]([CH3:23])[c:18]1[S:19](=[O:20])(=[O:21])[Cl:22].[H-:11].[Na+:12].[O:25]1[CH2:26][CH2:27][CH2:28][CH2:29]1.[OH2:24]>>[C:1](#[N:2])[c:3]1[c:4]([CH2:9][CH3:10])[n:5]([S:19]([c:18]2[c:14]([CH3:13])[n:15][o:16][c:17]2[CH3:23])(=[O:20])=[O:21])[c:6](=[O:8])[o:7]1. Product: CCc1c(C#N)oc(=O)n1S(=O)(=O)c1c(C)noc1C. Product: ClC=1N=C(C2=C(N1)SC(=C2C)C)NCC2=CC(=C(C=C2)Cl)Cl (2-chloro-5,6-dimethyl-4-(3,4-dichlorobenzylamino)-thieno-[2,3-d]-pyrimidine). Reactants: ClC=1C=C(CN)C=CC1Cl (3,4-dichlorobenzylamine), ClC=1N=C(C2=C(N1)SC(=C2C)C)Cl (2,4-dichloro-5,6-dimethyl-thieno-[2,3-d]-pyrimidine). As a reaction SMILES: [Cl:1][C:2]1[CH:3]=[C:4]([CH:7]=[CH:8][C:9]=1[Cl:10])[CH2:5][NH2:6].[Cl:11][C:12]1[N:13]=[C:14](Cl)[C:15]2[C:20]([CH3:21])=[C:19]([CH3:22])[S:18][C:16]=2[N:17]=1>>[Cl:11][C:12]1[N:13]=[C:14]([NH:6][CH2:5][C:4]2[CH:7]=[CH:8][C:9]([Cl:10])=[C:2]([Cl:1])[CH:3]=2)[C:15]2[C:20]([CH3:21])=[C:19]([CH3:22])[S:18][C:16]=2[N:17]=1. Reported procedure: Following the procedure of Example 1, the reaction of 3,4-dichlorobenzylamine with 2,4-dichloro-5,6-dimethyl-thieno-[2,3-d]-pyrimidine yields 2-chloro-5,6-dimethyl-4-(3,4-dichlorobenzylamino)-thieno-[2,3-d]-pyrimidine Reaction SMILES: C(=O)([O-])[O-].[K+].[K+].CC1(C)C(C)(C)OB([C:15]2[CH:20]=[CH:19][C:18]([OH:21])=[CH:17][CH:16]=2)O1.Br[C:24]1[CH:25]=[C:26]([CH2:30][C:31]([O:33][CH3:34])=[O:32])[CH:27]=[CH:28][CH:29]=1.Cl>CN(C)C(=O)C.O.C1C=CC([P]([Pd]([P](C2C=CC=CC=2)(C2C=CC=CC=2)C2C=CC=CC=2)([P](C2C=CC=CC=2)(C2C=CC=CC=2)C2C=CC=CC=2)[P](C2C=CC=CC=2)(C2C=CC=CC=2)C2C=CC=CC=2)(C2C=CC=CC=2)C2C=CC=CC=2)=CC=1>[OH:21][C:18]1[CH:17]=[CH:16][C:15]([C:28]2[CH:29]=[CH:24][CH:25]=[C:26]([CH2:30][C:31]([O:33][CH3:34])=[O:32])[CH:27]=2)=[CH:20][CH:19]=1 |f:0.1.2,6.7,^1:46,48,67,86|. Reactants: C([O-])([O-])=O.[K+].[K+] (potassium carbonate), CC1(OB(OC1(C)C)C1=CC=C(C=C1)O)C (4-(4,4,5,5-tetramethyl-1,3,2-dioxaborolan-2-yl)phenol), BrC=1C=C(C=CC1)CC(=O)OC (methyl (3-bromophenyl)acetate), Cl (hydrochloric acid). Solvent: CN(C(C)=O)C.O (N,N-dimethylacetamide water). Isolated yield 66.7%. Procedure: Tetrakis(triphenylphosphine)palladium (0) (1.00 g, 0.88 mmol) and potassium carbonate (4.80 g, 37.0 mmol) were added to a solution of 4-(4,4,5,5-tetramethyl-1,3,2-dioxaborolan-2-yl)phenol (3.84 g, 17.5 mmol) and methyl (3-bromophenyl)acetate (4.00 g, 17.5 mmol) which was synthesized according to the method described in literature (Muller, R. N. et al., Eur. J. Org. Chem., 2002, vol. 23, pp. 3966-3973) in a mixture of N,N-dimethylacetamide-water (10:1, 66 ml), and the mixture was stirred at 110° ... Yields the product OC1=CC=C(C=C1)C1=CC(=CC=C1)CC(=O)OC (methyl (4′-hydroxy-1,1′-biphenyl-3-yl)acetate). Conditions: temperature 110 celsius, time 6 hour. The reagents and catalysts are C=1C=CC(=CC1)[P](C=2C=CC=CC2)(C=3C=CC=CC3)[Pd]([P](C=4C=CC=CC4)(C=5C=CC=CC5)C=6C=CC=CC6)([P](C=7C=CC=CC7)(C=8C=CC=CC8)C=9C=CC=CC9)[P](C=1C=CC=CC1)(C=1C=CC=CC1)C=1C=CC=CC1 (tetrakis(triphenylphosphine)palladium). Product: CC(=O)Oc1cc(C=Cc2ccc(O)cc2)cc(OC(C)=O)c1. Reactants: CC(=O)Oc1cc(C=Cc2ccc(OC(=O)CCl)cc2)cc(OC(C)=O)c1, Cl, c1ccncc1. RXN SMILES: [C:1]([CH3:2])(=[O:3])[O:4][c:5]1[cH:6][c:7]([CH:15]=[CH:16][c:17]2[cH:18][cH:19][c:20]([O:23][C:24](=[O:25])[CH2:26][Cl:27])[cH:21][cH:22]2)[cH:8][c:9]([O:11][C:12]([CH3:13])=[O:14])[cH:10]1.[ClH:28].[cH:29]1[cH:30][cH:31][n:32][cH:33][cH:34]1>>[C:1]([CH3:2])(=[O:3])[O:4][c:5]1[cH:6][c:7]([CH:15]=[CH:16][c:17]2[cH:18][cH:19][c:20]([OH:23])[cH:21][cH:22]2)[cH:8][c:9]([O:11][C:12]([CH3:13])=[O:14])[cH:10]1. Reactants: C1(=CC=CC=C1)C(C1=CC=CC=C1)OC(\C(=C(\C)/OC)\N1C(C(C1SS(=O)(=O)C1=CC=C(C=C1)C)NC(CC1=CC=CC=C1)=O)=O)=O (2-[4-(p-toluenesulphonylthio)-3-phenylacetamido-2-oxoazetidin-1-yl]-3-methoxy-crotonic acid diphenylmethyl ester), COCCOC (1,2-dimethoxyethane), N12CCCN=CC2CCCC1 (1,5-diazabicyclo[5.4.0]undec-5-ene). Run in C1(=CC=CC=C1)C (toluene). Conditions: time 25 minute. Yields the product C1(=CC=CC=C1)C(C1=CC=CC=C1)OC(=O)[C@H]1C(=CS[C@H]2N1C([C@H]2NC(CC2=CC=CC=C2)=O)=O)OC (7β-phenylacetamido-3-methoxy-ceph-2-em-4α-carboxylic acid diphenylmethyl ester). RXN SMILES: [C:1]1([CH:7]([O:14][C:15](=[O:47])/[C:16](/[N:21]2[CH:24]([S:25]S(C3C=CC(C)=CC=3)(=O)=O)[CH:23]([NH:36][C:37](=[O:45])[CH2:38][C:39]3[CH:44]=[CH:43][CH:42]=[CH:41][CH:40]=3)[C:22]2=[O:46])=[C:17](\[O:19][CH3:20])/[CH3:18])[C:8]2[CH:13]=[CH:12][CH:11]=[CH:10][CH:9]=2)[CH:6]=[CH:5][CH:4]=[CH:3][CH:2]=1.COCCOC.N12CCCCC1C=NCCC2>C1(C)C=CC=CC=1>[C:8]1([CH:7]([O:14][C:15]([C@@H:16]2[N:21]3[C:22](=[O:46])[C@@H:23]([NH:36][C:37](=[O:45])[CH2:38][C:39]4[CH:44]=[CH:43][CH:42]=[CH:41][CH:40]=4)[C@H:24]3[S:25][CH:18]=[C:17]2[O:19][CH3:20])=[O:47])[C:1]2[CH:2]=[CH:3][CH:4]=[CH:5][CH:6]=2)[CH:9]=[CH:10][CH:11]=[CH:12][CH:13]=1. Reported procedure: A mixture of 670 mg (1 mmol) of 2-[4-(p-toluenesulphonylthio)-3-phenylacetamido-2-oxoazetidin-1-yl]-3-methoxy-crotonic acid diphenylmethyl ester, 6.7 ml of 1,2-dimethoxyethane and 0.22 ml of 1,5-diazabicyclo[5.4.0]undec-5-ene is stirred for 25 minutes at room temperature under a nitrogen atmosphere. The reaction mixture is diluted with toluene, washed successively with 2 N hydrochloric acid, saturated aqueous sodium bicarbonate solution and saturated aqueous sodium chloride solution, dried over ...